Dataset: the Open Reaction Database (ORD), a public repository of structured organic reaction records. Task: describe an organic reaction: reactants, conditions, products, and yield The reactants are COc1cccc(Nc2c(C(N)=O)cnc3c(C)cc(S(=O)(=O)c4cccc(C(=O)N(C)c5ccc(CCCCOCCCCCCO[Si](C)(C)C(C)(C)C)cc5)c4)cc23)c1, [N-]=[N+]=NCC(O)c1ccc(OCc2ccccc2)c2[nH]c(=O)ccc12. Yields the product COc1cccc(Nc2c(C(N)=O)cnc3c(C)cc(S(=O)(=O)c4cccc(C(=O)N(C)c5ccc(CCCCOCCCCCCO)cc5)c4)cc23)c1. Reaction SMILES: [C:26]([Si:27]([CH3:28])([CH3:29])[O:31][CH2:32][CH2:33][CH2:34][CH2:35][CH2:36][CH2:37][O:38][CH2:39][CH2:40][CH2:41][CH2:42][c:43]1[cH:44][cH:45][c:46]([N:49]([C:50](=[O:51])[c:52]2[cH:53][c:54]([S:58](=[O:59])(=[O:60])[c:61]3[cH:62][c:63]4[c:64]([NH:75][c:76]5[cH:77][c:78]([O:82][CH3:83])[cH:79][cH:80][cH:81]5)[c:65]([C:72](=[O:73])[NH2:74])[cH:66][n:67][c:68]4[c:69]([CH3:71])[cH:70]3)[cH:55][cH:56][cH:57]2)[CH3:84])[cH:47][cH:48]1)([CH3:30])([CH3:85])[CH3:86].[N:1]([CH2:2][CH:3]([c:4]1[cH:5][cH:6][c:7]([O:8][CH2:9][c:10]2[cH:11][cH:12][cH:13][cH:14][cH:15]2)[c:16]2[c:17]1[cH:18][cH:19][c:20](=[O:21])[nH:22]2)[OH:23])=[N+:24]=[N-:25]>>[OH:31][CH2:32][CH2:33][CH2:34][CH2:35][CH2:36][CH2:37][O:38][CH2:39][CH2:40][CH2:41][CH2:42][c:43]1[cH:44][cH:45][c:46]([N:49]([C:50](=[O:51])[c:52]2[cH:53][c:54]([S:58](=[O:59])(=[O:60])[c:61]3[cH:62][c:63]4[c:64]([NH:75][c:76]5[cH:77][c:78]([O:82][CH3:83])[cH:79][cH:80][cH:81]5)[c:65]([C:72](=[O:73])[NH2:74])[cH:66][n:67][c:68]4[c:69]([CH3:71])[cH:70]3)[cH:55][cH:56][cH:57]2)[CH3:84])[cH:47][cH:48]1. Reactants: IC1=CC=C2C(=NN(C2=C1)C1=NC(=NC=C1)N)C(=O)N1CCOCC1 (4-{6-iodo-3-[(morpholin-4-yl)carbonyl]-1H-indazol-1-yl}pyrimidin-2-amine), N1=C(N=CC=C1)[C@](C)(C#C)O ((2S)-2-(pyrimidin-2-yl)but-3-yn-2-ol). Reagents/catalysts: C=1C=CC(=CC1)[P](C=2C=CC=CC2)(C=3C=CC=CC3)[Pd]([P](C=4C=CC=CC4)(C=5C=CC=CC5)C=6C=CC=CC6)([P](C=7C=CC=CC7)(C=8C=CC=CC8)C=9C=CC=CC9)[P](C=1C=CC=CC1)(C=1C=CC=CC1)C=1C=CC=CC1 (tetrakis(triphenylphosphine)palladium), [Cu]I (copper(I) iodide). Run in C(C)N(CC)CC (triethylamine). Run at time 18 hour. Yields the product NC1=NC=CC(=N1)N1N=C(C2=CC=C(C=C12)C#C[C@](C)(O)C1=NC=CC=N1)C(=O)N1CCOCC1 ((2S)-4-[1-(2-aminopyrimidin-4-yl)-3-[(morpholin-4-yl)carbonyl]-1H-indazol-6-yl]-2-(pyrimidin-2-yl)but-3-yn-2-ol). Reaction SMILES: I[C:2]1[CH:10]=[C:9]2[C:5]([C:6]([C:18]([N:20]3[CH2:25][CH2:24][O:23][CH2:22][CH2:21]3)=[O:19])=[N:7][N:8]2[C:11]2[CH:16]=[CH:15][N:14]=[C:13]([NH2:17])[N:12]=2)=[CH:4][CH:3]=1.[N:26]1[CH:31]=[CH:30][CH:29]=[N:28][C:27]=1[C@@:32]([OH:36])([C:34]#[CH:35])[CH3:33]>C(N(CC)CC)C.C1C=CC([P]([Pd]([P](C2C=CC=CC=2)(C2C=CC=CC=2)C2C=CC=CC=2)([P](C2C=CC=CC=2)(C2C=CC=CC=2)C2C=CC=CC=2)[P](C2C=CC=CC=2)(C2C=CC=CC=2)C2C=CC=CC=2)(C2C=CC=CC=2)C2C=CC=CC=2)=CC=1.[Cu]I>[NH2:17][C:13]1[N:12]=[C:11]([N:8]2[C:9]3[C:5](=[CH:4][CH:3]=[C:2]([C:35]#[C:34][C@@:32]([C:27]4[N:26]=[CH:31][CH:30]=[CH:29][N:28]=4)([OH:36])[CH3:33])[CH:10]=3)[C:6]([C:18]([N:20]3[CH2:25][CH2:24][O:23][CH2:22][CH2:21]3)=[O:19])=[N:7]2)[CH:16]=[CH:15][N:14]=1 |^1:47,49,68,87|. Reported procedure: To solution of 4-{6-iodo-3-[(morpholin-4-yl)carbonyl]-1H-indazol-1-yl}pyrimidin-2-amine (60 mg, 0.13 mmol) in triethylamine (2 mL) was introduced tetrakis(triphenylphosphine)palladium (0) (15.4 mg, 0.01 mmol), copper(I) iodide (2.5 mg, 0.01 mmol) and (2S)-2-(pyrimidin-2-yl)but-3-yn-2-ol (30 mg, 0.20 mmol). After 18 hr at RT, the reaction mixture was concentrated in vacuo, DCM (10 mL) was added and the solution re-evaporated to dryness in vacuo (re-evaporation process repeated twice). Purificatio...